This data is from the Open Reaction Database (ORD), a public repository of structured organic reaction records. The task is: describe an organic reaction: reactants, conditions, products, and yield Starting materials: O=C1CCC(=O)N1Br, CCOC(=O)c1nc(-c2ccc(OC)cc2)oc1C, ClC(Cl)(Cl)Cl, CC(C)(C#N)N=NC(C)(C)C#N. The product is CCOC(=O)c1nc(-c2ccc(OC)cc2)oc1CBr. RXN SMILES: [Br:32][N:33]1[C:34](=[O:35])[CH2:36][CH2:37][C:38]1=[O:39].[CH2:1]([CH3:2])[O:3][C:4](=[O:5])[c:6]1[n:7][c:8](-[c:12]2[cH:13][cH:14][c:15]([O:18][CH3:19])[cH:16][cH:17]2)[o:9][c:10]1[CH3:11].[Cl:40][C:41]([Cl:42])([Cl:43])[Cl:44].[N:20]([C:21]([CH3:22])([CH3:23])[C:24]#[N:25])=[N:26][C:27]([CH3:28])([CH3:29])[C:30]#[N:31]>>[CH2:1]([CH3:2])[O:3][C:4](=[O:5])[c:6]1[n:7][c:8](-[c:12]2[cH:13][cH:14][c:15]([O:18][CH3:19])[cH:16][cH:17]2)[o:9][c:10]1[CH2:11][Br:32]. Starting materials: NC1=CC(=C(C=C1O)[N+](=O)[O-])C (2-amino-5-nitro-p-cresol), C(C)C(C([O-])([O-])[O-])(CC)CC (triethylorthoacetate). The solvent is C=1(C(=CC=CC1)C)C (xylene). Yields the product CC=1OC2=C(N1)C=C(C(=C2)[N+](=O)[O-])C (2,5-Dimethyl-6-nitrobenzoxazole). RXN SMILES: [NH2:1][C:2]1[C:7]([OH:8])=[CH:6][C:5]([N+:9]([O-:11])=[O:10])=[C:4]([CH3:12])[CH:3]=1.[CH2:13](C(CC)(CC)C([O-])([O-])[O-])[CH3:14]>C1(C)C(C)=CC=CC=1>[CH3:13][C:14]1[O:8][C:7]2[CH:6]=[C:5]([N+:9]([O-:11])=[O:10])[C:4]([CH3:12])=[CH:3][C:2]=2[N:1]=1. Procedure details: To a stirred solution of 2-amino-5-nitro-p-cresol (3.3 g, 0.0146 mol) in xylene (35 ml) was added the triethylorthoacetate (6.4 g, 0.0392 mol) in one portion. The mixture was refluxed for one hour, filtered through a pad of decolorizing carbon and concentrated to dryness under reduced pressure. The residue was triturated with ligroin and 2.7 g (71 percent) of white solid was collected. NMR was consistent for the product.